From a dataset of the Open Reaction Database (ORD), a public repository of structured organic reaction records. describe an organic reaction: reactants, conditions, products, and yield The reactants are C([O-])([O-])=O.[K+].[K+] (Potassium carbonate), Cl (HCl), C1(=CC=CC=C1)COC1=C(C=CC=C1)C1=C(C=CC=C1)B(O)O ({2′-[(phenylmethyl)oxy]-2-biphenylyl}boronic acid), BrC=1C=C(C(=O)O)C=CC1F (3-bromo-4-fluorobenzoic acid). The reagents and catalysts are C=1C=CC(=CC1)[P](C=2C=CC=CC2)(C=3C=CC=CC3)[Pd]([P](C=4C=CC=CC4)(C=5C=CC=CC5)C=6C=CC=CC6)([P](C=7C=CC=CC7)(C=8C=CC=CC8)C=9C=CC=CC9)[P](C=1C=CC=CC1)(C=1C=CC=CC1)C=1C=CC=CC1 (tetrakis(triphenylphosphine)palladium(0)). Solvent: C(C)O (ethanol), O (water), C1(=CC=CC=C1)C (toluene). Run at temperature 90 celsius. The product is FC1=CC=C(C=C1C=1C(=CC=CC1)C1=C(C=CC=C1)OCC1=CC=CC=C1)C(=O)O (6″Fluoro-2-benzyloxy-[1,1′:2′,1″]terphenyl-3″-carboxylic acid). RXN SMILES: [C:1]1([CH2:7][O:8][C:9]2[CH:14]=[CH:13][CH:12]=[CH:11][C:10]=2[C:15]2[CH:20]=[CH:19][CH:18]=[CH:17][C:16]=2B(O)O)[CH:6]=[CH:5][CH:4]=[CH:3][CH:2]=1.Br[C:25]1[CH:26]=[C:27]([CH:31]=[CH:32][C:33]=1[F:34])[C:28]([OH:30])=[O:29].C(=O)([O-])[O-].[K+].[K+].Cl>C1(C)C=CC=CC=1.C1C=CC([P]([Pd]([P](C2C=CC=CC=2)(C2C=CC=CC=2)C2C=CC=CC=2)([P](C2C=CC=CC=2)(C2C=CC=CC=2)C2C=CC=CC=2)[P](C2C=CC=CC=2)(C2C=CC=CC=2)C2C=CC=CC=2)(C2C=CC=CC=2)C2C=CC=CC=2)=CC=1.O.C(O)C>[F:34][C:33]1[C:32]([C:16]2[C:15]([C:10]3[CH:11]=[CH:12][CH:13]=[CH:14][C:9]=3[O:8][CH2:7][C:1]3[CH:6]=[CH:5][CH:4]=[CH:3][CH:2]=3)=[CH:20][CH:19]=[CH:18][CH:17]=2)=[CH:31][C:27]([C:28]([OH:30])=[O:29])=[CH:26][CH:25]=1 |f:2.3.4,^1:52,54,73,92|. Procedure: {2′-[(phenylmethyl)oxy]-2-biphenylyl}boronic acid (60 mg, 0.19 mmol) and 3-bromo-4-fluorobenzoic acid (69 mg, 0.31 mmol) were dissolved in 1:1 toluene:ethanol (6 ml) under nitrogen. Potassium carbonate (290 mg, 2.1 mmol) and tetrakis(triphenylphosphine)palladium(0) (23 mg, 0.019 mmol) were added and the mixture heated at 90° C. for 1 h. After cooling, the reaction mixture was poured into water, acidified with 1M HCl solution and extracted with ethyl acetate (15×2 ml), the combined organic layer ... Starting materials: N1N=CC(=C1)N/C(/C(=O)OCC)=C\C(=O)OCC (Diethyl 2-(pyrazol-4-ylamino)fumarate). The solvent is petrol, C1=CC=C(C=C1)C2=CC=CC=C2.C1=CC=C(C=C1)OC2=CC=CC=C2 (Dowtherm A). Yields the product O=C1C2=C(NC(=C1)C(=O)OCC)C=NN2 (Ethyl 4,7-dihydro-7-oxo-1H-pyrazolo[4,3-b]pyridine-5-carboxylate). The yield is 92.8%. As a reaction SMILES: [NH:1]1[CH:5]=[C:4]([NH:6]/[C:7](=[CH:13]\[C:14]([O:16]CC)=O)/[C:8]([O:10][CH2:11][CH3:12])=[O:9])[CH:3]=[N:2]1>C1C=CC(C2C=CC=CC=2)=CC=1.C1C=CC(OC2C=CC=CC=2)=CC=1>[O:16]=[C:14]1[CH:13]=[C:7]([C:8]([O:10][CH2:11][CH3:12])=[O:9])[NH:6][C:4]2[CH:5]=[N:1][NH:2][C:3]1=2 |f:1.2|. Procedure details: Diethyl 2-(pyrazol-4-ylamino)fumarate (7.74 g, 30 mmol) was added to boiling Dowtherm A (250 ml). The solution was heated under reflux for 10 min, and then allowed to cool to room temperature. 60°-80° petrol (250 ml) added and the solid was collected and washed well with petrol, to give the title compound as pale yellow needles (5.77 g, 99%), m.p. 287°-292° C. Reactants: C(C1=CC=CC=C1)NC1=C2C(C(=CN(C2=C(C(=C1F)F)F)C1=NC(=C(C=C1F)F)NCC1=CC=C(C=C1)OC)C(=O)OCC)=O (ethyl 5-benzylamino-1-[3,5-difluoro-6-(p-methoxybenzylamino)pyridine-2-yl]-6,7,8-trifluoro-4-oxo-1,4-dihydroquinoline-3-carboxylate), FC(C(=O)O)(F)F (trifluoroacetic acid). Run at time 20 minute. Yields the product NC1=C(C=C(C(=N1)N1C=C(C(C2=C(C(=C(C(=C12)F)F)F)NCC1=CC=CC=C1)=O)C(=O)OCC)F)F (ethyl 1-(6-amino-3,5-difluoropyridine-2-yl)-5-benzylamino-6,7,8-trifluoro-4-oxo-1,4-dihydroquinoline-3-carboxylate). Yield: 109.4%. As a reaction SMILES: [CH2:1]([NH:8][C:9]1[C:18]([F:19])=[C:17]([F:20])[C:16]([F:21])=[C:15]2[C:10]=1[C:11](=[O:45])[C:12]([C:40]([O:42][CH2:43][CH3:44])=[O:41])=[CH:13][N:14]2[C:22]1[C:27]([F:28])=[CH:26][C:25]([F:29])=[C:24]([NH:30]CC2C=CC(OC)=CC=2)[N:23]=1)[C:2]1[CH:7]=[CH:6][CH:5]=[CH:4][CH:3]=1.FC(F)(F)C(O)=O>>[NH2:30][C:24]1[N:23]=[C:22]([N:14]2[C:15]3[C:10](=[C:9]([NH:8][CH2:1][C:2]4[CH:7]=[CH:6][CH:5]=[CH:4][CH:3]=4)[C:18]([F:19])=[C:17]([F:20])[C:16]=3[F:21])[C:11](=[O:45])[C:12]([C:40]([O:42][CH2:43][CH3:44])=[O:41])=[CH:13]2)[C:27]([F:28])=[CH:26][C:25]=1[F:29]. Reported procedure: To 600 mg of ethyl 5-benzylamino-1-[3,5-difluoro-6-(p-methoxybenzylamino)pyridine-2-yl]-6,7,8-trifluoro-4-oxo-1,4-dihydroquinoline-3-carboxylate was added 2 ml of trifluoroacetic acid, and the mixture was allowed to stand at room temperature for 20 minutes. The solution was concentrated under reduced pressure, and 3 ml of ethanol was added to the residue, and the solution was again concentrated under reduced pressure. The precipitate was dispersed in ethanol, collected by filtration and washed w... The reactants are CC1=C(N=C(O1)C1=CC=CC=C1)COC1=CC=C(CC=2NC(=C(N2)C2=CC=CC=C2)CCC(=O)OC)C=C1 (methyl 3-[2-[4-(5-methyl-2-phenyl-4-oxazolylmethoxy)benzyl]-4-phenyl-1H-imidazol-5-yl]propionate), O.[OH-].[Li+] (lithium hydroxide hydrate), O1CCCC1 (tetrahydrofuran), Cl (Hydrochloric acid). Solvent: CO (methanol), O (water). Reaction conditions: time 1 hour. Yields the product CC1=C(N=C(O1)C1=CC=CC=C1)COC1=CC=C(CC=2NC(=C(N2)C2=CC=CC=C2)CCC(=O)O)C=C1 (3-[2-[4-(5-methyl-2-phenyl-4-oxazolylmethoxy)benzyl]-4-phenyl-1H-imidazol-5-yl]propionic acid). Yield: 54.3%. As a reaction SMILES: [CH3:1][C:2]1[O:6][C:5]([C:7]2[CH:12]=[CH:11][CH:10]=[CH:9][CH:8]=2)=[N:4][C:3]=1[CH2:13][O:14][C:15]1[CH:38]=[CH:37][C:18]([CH2:19][C:20]2[NH:21][C:22]([CH2:31][CH2:32][C:33]([O:35]C)=[O:34])=[C:23]([C:25]3[CH:30]=[CH:29][CH:28]=[CH:27][CH:26]=3)[N:24]=2)=[CH:17][CH:16]=1.O.[OH-].[Li+].O1CCCC1.Cl>CO.O>[CH3:1][C:2]1[O:6][C:5]([C:7]2[CH:8]=[CH:9][CH:10]=[CH:11][CH:12]=2)=[N:4][C:3]=1[CH2:13][O:14][C:15]1[CH:16]=[CH:17][C:18]([CH2:19][C:20]2[NH:21][C:22]([CH2:31][CH2:32][C:33]([OH:35])=[O:34])=[C:23]([C:25]3[CH:26]=[CH:27][CH:28]=[CH:29][CH:30]=3)[N:24]=2)=[CH:37][CH:38]=1 |f:1.2.3|. Procedure: A mixture of methyl 3-[2-[4-(5-methyl-2-phenyl-4-oxazolylmethoxy)benzyl]-4-phenyl-1H-imidazol-5-yl]propionate (250 mg), lithium hydroxide hydrate (62.0 mg), tetrahydrofuran (6 ml), water (4 ml) and methanol (4 ml) was stirred at room temperature for 1 hr. 1N Hydrochloric acid (1.5 ml) was added to the reaction mixture and the mixture was extracted with ethyl acetate. The ethyl acetate layer was washed with saturated brine, dried (MgSO4) and concentrated to give 3-[2-[4-(5-methyl-2-phenyl-4-oxazo... The reactants are ClC1=CC=C(C=C1)C1=CC=C(C=C1)C1OC(C(O1)=O)(C1=CC=CC=C1)CC (2-[4-(4-chlorophenyl)phenyl]-5-ethyl-5-phenyl-1,3-dioxolan-4-one), [H][H] (Hydrogen). The reagents and catalysts are [Pd] (palladium on carbon). Solvent: C(C)O (ethanol), C1(=CC=CC=C1)C (toluene). Conditions: time 4 hour. Product: ClC1=CC=C(C=C1)C1=CC=C(COC(C(=O)O)(CC)C2=CC=CC=C2)C=C1 (2-[4-(4-chlorophenyl)benzyloxy]-2-phenylbutyric acid). RXN SMILES: [H][H].[Cl:3][C:4]1[CH:9]=[CH:8][C:7]([C:10]2[CH:15]=[CH:14][C:13]([CH:16]3[O:20][C:19](=[O:21])[C:18]([CH2:28][CH3:29])([C:22]4[CH:27]=[CH:26][CH:25]=[CH:24][CH:23]=4)[O:17]3)=[CH:12][CH:11]=2)=[CH:6][CH:5]=1>[Pd].C(O)C.C1(C)C=CC=CC=1>[Cl:3][C:4]1[CH:9]=[CH:8][C:7]([C:10]2[CH:15]=[CH:14][C:13]([CH2:16][O:17][C:18]([C:22]3[CH:27]=[CH:26][CH:25]=[CH:24][CH:23]=3)([CH2:28][CH3:29])[C:19]([OH:21])=[O:20])=[CH:12][CH:11]=2)=[CH:6][CH:5]=1. Procedure: Hydrogen gas was allowed to react with a stirred suspension of 2-[4-(4-chlorophenyl)phenyl]-5-ethyl-5-phenyl-1,3-dioxolan-4-one (3.8 g.) and 5% w/w palladium on carbon (0.2 g.) in ethanol (160 ml.) at 55° to 60° C. and atmospheric pressure for four hours. The mixture was diluted with toluene (50 ml.). The solid material was separated by filtration and the filtrate was evaporated. The resultant solid may be purified by high pressure liquid chromatography on "Spherisorb"* 5μ ODS solid phase using ... Starting materials: COC=1C=C2C(=NC=NC2=CC1OC)N1CCC2=CC=C(C=C12)[N+](=O)[O-] (6,7-Dimethoxy-4-(6-nitro-2,3-dihydro-indol-1-yl)-quinazoline), Cl (HCl). The reagents and catalysts are [Pd] (Pd-C). The solvent is CO (MeOH). Product: COC=1C=C2C(=NC=NC2=CC1OC)N1CCC2=CC=C(C=C12)N (1-(6,7-Dimethoxy-quinazolin-4-yl)-2,3-dihydro-1H-indol-6-ylamine). Yield: 92.4%. RXN SMILES: [CH3:1][O:2][C:3]1[CH:4]=[C:5]2[C:10](=[CH:11][C:12]=1[O:13][CH3:14])[N:9]=[CH:8][N:7]=[C:6]2[N:15]1[C:23]2[C:18](=[CH:19][CH:20]=[C:21]([N+:24]([O-])=O)[CH:22]=2)[CH2:17][CH2:16]1.Cl>CO.[Pd]>[CH3:1][O:2][C:3]1[CH:4]=[C:5]2[C:10](=[CH:11][C:12]=1[O:13][CH3:14])[N:9]=[CH:8][N:7]=[C:6]2[N:15]1[C:23]2[C:18](=[CH:19][CH:20]=[C:21]([NH2:24])[CH:22]=2)[CH2:17][CH2:16]1. Reported procedure: 6,7-Dimethoxy-4-(6-nitro-2,3-dihydro-indol-1-yl)-quinazoline (0.50 g, 1.42 mmol; from Example 26) in MeOH (10 mL) with conc. HCl (1 mL) was hydrogenated for 18 hours under 45 psi of H2(g) in the presence of 10% Pd-C (105 mg). Following filtration through a pad of Celite and concentration of the filtrate in vacuo, the residue was taken up in 10% i-PrOH/CHCl3 and the organic phase washed successively with saturated NaHCO3, 0.1M disodium EDTA, and brine. The organic solution was added over Na2SO4(s... The reactants are CC(C)C1N(C(OC1)=O)C(C(CC=C)C)=O (4-(1-methylethyl)-3-(2-methyl-1-oxo-4-pentenyl)-2-oxazolidinone), C(CCC)[Li] (n-butyl lithium), C(C1=CC=CC=C1)O (benzyl alcohol). Solvent: [Cl-].[NH4+] (ammonium chloride), C(Cl)Cl (methylene chloride), CCCCCC (hexane), O1CCCC1 (tetrahydrofuran), O1CCCC1 (tetrahydrofuran). Run at temperature 0 celsius, time 2 hour. The product is C1(=CC=CC=C1)COC([C@H](CC=C)C)=O ((S)-2-Methyl-4-Pentenoic Acid Phenylmethyl Ester). As a reaction SMILES: [CH2:1]([OH:8])[C:2]1[CH:7]=[CH:6][CH:5]=[CH:4][CH:3]=1.C([Li])CCC.CC(C1COC(=O)N1[C:23](=[O:29])[CH:24]([CH3:28])[CH2:25][CH:26]=[CH2:27])C>O1CCCC1.CCCCCC.[Cl-].[NH4+].C(Cl)Cl>[C:2]1([CH2:1][O:8][C:23](=[O:29])[C@@H:24]([CH3:28])[CH2:25][CH:26]=[CH2:27])[CH:7]=[CH:6][CH:5]=[CH:4][CH:3]=1 |f:5.6|. Procedure details: To a 0° C. solution of 5.1 g of benzyl alcohol in 50 ml of tetrahydrofuran is added, dropwise, 3.8 ml of 2.5M n-butyl lithium in hexane. To this mixture is added, via cannula, a solution of 3.5 g of S-(R*,R*)]4-(1-methylethyl)-3-(2-methyl-1-oxo-4-pentenyl)-2-oxazolidinone in 100 ml of tetrahydrofuran. The resulting solution is stirred at 0° C. for 2 hours. The reaction is diluted with saturated aqueous ammonium chloride and methylene chloride. The organic layer is washed with water, dried and co...